This data is from the Open Reaction Database (ORD), a public repository of structured organic reaction records. The task is: describe an organic reaction: reactants, conditions, products, and yield The reactants are [OH-].[K+] (KOH), BrC1=CC=C(C(C(=O)OC2=CC=CC=C2)=C1)O (phenyl 5-bromosalicylate), BrC1=CC=C(C(C(=O)OC2=CC=CC=C2)=C1)O (Phenyl 5-Bromosalicylate), Cl.NO (hydroxylamine hydrochloride). The solvent is CO (methanol), CO (methanol). Reaction conditions: time 4 hour. The product is BrC1=CC=C(C(C(=O)NO)=C1)O (5-Bromosalicylhydroxamic Acid). As a reaction SMILES: [OH-:1].[K+].[Br:3][C:4]1[CH:18]=[C:8]([C:9](OC2C=CC=CC=2)=[O:10])[C:7]([OH:19])=[CH:6][CH:5]=1.Cl.[NH2:21]O>CO>[Br:3][C:4]1[CH:18]=[C:8]([C:9]([NH:21][OH:1])=[O:10])[C:7]([OH:19])=[CH:6][CH:5]=1 |f:0.1,3.4|. Procedure details: A methanol solution of 127 g of KOH was gradually added to a methanol solution of 210 g of phenyl 5-bromosalicylate prepared as in (2-1) above and 105 g of hydroxylamine hydrochloride. After stirring for 4 hours, the precipitate formed was collected by filtration. The precipitation was then suspended in water, and 60 ml of conc. hydrochloric acid (35%) was added thereto, followed by stirring for two hours to collect the precipitate by filtration followed by drying. Yield: 136 g. The reactants are FC1=CC=C(C=C1)N1CN(C(C12CCNCC2)=O)CC=2C=C(C(=O)OC(C)(C)C)C=CC2 (tert-butyl 3-((1-(4-fluorophenyl)-4-oxo-1,3,8-triazaspiro[4.5]decan-3-yl)methyl)benzoate), ClCCCC(=O)C1=CC=CC=C1 (4-chloro-1-phenylbutan-1-one), [I-].[Na+] (sodium iodide), C([O-])([O-])=O.[K+].[K+] (potassium carbonate). Solvent: CC(CC)=O (2-butanone). Run at temperature 81 celsius, time 16 hour. The product is FC1=CC=C(C=C1)N1CN(C(C12CCN(CC2)CCCC(C2=CC=CC=C2)=O)=O)CC=2C=C(C(=O)OC(C)(C)C)C=CC2 (tert-butyl 3-((1-(4-fluorophenyl)-4-oxo-8-(4-oxo-4-phenylbutyl)-1,3,8-triazaspiro[4.5]decan-3-yl)methyl)benzoate). The yield is 30.0%. Reaction SMILES: [F:1][C:2]1[CH:7]=[CH:6][C:5]([N:8]2[C:12]3([CH2:17][CH2:16][NH:15][CH2:14][CH2:13]3)[C:11](=[O:18])[N:10]([CH2:19][C:20]3[CH:21]=[C:22]([CH:30]=[CH:31][CH:32]=3)[C:23]([O:25][C:26]([CH3:29])([CH3:28])[CH3:27])=[O:24])[CH2:9]2)=[CH:4][CH:3]=1.Cl[CH2:34][CH2:35][CH2:36][C:37]([C:39]1[CH:44]=[CH:43][CH:42]=[CH:41][CH:40]=1)=[O:38].[I-].[Na+].C(=O)([O-])[O-].[K+].[K+]>CC(=O)CC>[F:1][C:2]1[CH:3]=[CH:4][C:5]([N:8]2[C:12]3([CH2:13][CH2:14][N:15]([CH2:34][CH2:35][CH2:36][C:37](=[O:38])[C:39]4[CH:44]=[CH:43][CH:42]=[CH:41][CH:40]=4)[CH2:16][CH2:17]3)[C:11](=[O:18])[N:10]([CH2:19][C:20]3[CH:21]=[C:22]([CH:30]=[CH:31][CH:32]=3)[C:23]([O:25][C:26]([CH3:27])([CH3:28])[CH3:29])=[O:24])[CH2:9]2)=[CH:6][CH:7]=1 |f:2.3,4.5.6|. Procedure: A mixture of tert-butyl 3-((1-(4-fluorophenyl)-4-oxo-1,3,8-triazaspiro[4.5]decan-3-yl)methyl)benzoate (250 mg, 0.57 mmol, 1 equiv), 4-chloro-1-phenylbutan-1-one (91.3 μl, 0.57 mmol, 1 equiv), sodium iodide (34 mg, 0.23 mmol, 0.4 equiv) and potassium carbonate (158 mg, 1.14 mmol, 2 equiv) in 2-butanone was stirred at 81° C. for 16 h. After cooling, the reaction mixture was filtered, concentrated in vacuo and was purified using the Biotage flash chromatography system (SNAP 10 g cartridge, Rf=0.45,...